From a dataset of the Open Reaction Database (ORD), a public repository of structured organic reaction records. describe an organic reaction: reactants, conditions, products, and yield The reactants are NC1=NC2=CC=C(C=C2C(=N1)C(=O)N1CC2=CC=CC=C2C1)C(C(=O)O)(CCC)C (2-amino-4-(isoindoline-2-carbonyl)quinazolin-6-yl-2-methylpentanoic acid), C(C)N (ethylamine). Yields the product NC1=NC2=CC=C(C=C2C(=N1)C(=O)N1CC2=CC=CC=C2C1)C(C(=O)NCC)(CCC)C (2-[2-Amino-4-(isoindoline-2-carbonyl)quinazolin-6-yl]-N-ethyl-2-methylpentanamide). As a reaction SMILES: [NH2:1][C:2]1[N:11]=[C:10]([C:12]([N:14]2[CH2:22][C:21]3[C:16](=[CH:17][CH:18]=[CH:19][CH:20]=3)[CH2:15]2)=[O:13])[C:9]2[C:4](=[CH:5][CH:6]=[C:7]([C:23]([CH3:30])([CH2:27][CH2:28][CH3:29])[C:24]([OH:26])=O)[CH:8]=2)[N:3]=1.[CH2:31]([NH2:33])[CH3:32]>>[NH2:1][C:2]1[N:11]=[C:10]([C:12]([N:14]2[CH2:22][C:21]3[C:16](=[CH:17][CH:18]=[CH:19][CH:20]=3)[CH2:15]2)=[O:13])[C:9]2[C:4](=[CH:5][CH:6]=[C:7]([C:23]([CH3:30])([CH2:27][CH2:28][CH3:29])[C:24]([NH:33][CH2:31][CH3:32])=[O:26])[CH:8]=2)[N:3]=1. Procedure details: (Preparation by reaction of 2-[2-amino-4-(isoindoline-2-carbonyl)quinazolin-6-yl-2-methylpentanoic acid [“A67”] with ethylamine); Reactants: CN1CCOCC1, CN(C)C1(c2ccc(F)cc2)CCC(=CC(=O)O)CC1, CN(C)C=O, C(=NC1CCCCC1)=NC1CCCCC1, NC(=O)N(C1CCCCC1)C1CCCCC1, c1ccc2c(C3CCNC3)c[nH]c2c1, [Na+], [OH-], O, On1nnc2ccccc21. The product is CN(C)C1(c2ccc(F)cc2)CCC(=CC(=O)N2CCC(c3c[nH]c4ccccc34)C2)CC1. As a reaction SMILES: [CH3:25][N:26]1[CH2:27][CH2:28][O:29][CH2:30][CH2:31]1.[CH3:32][N:33]([C:34]1([c:44]2[cH:45][cH:46][c:47]([F:50])[cH:48][cH:49]2)[CH2:35][CH2:36][C:37](=[CH:40][C:41](=[O:42])[OH:43])[CH2:38][CH2:39]1)[CH3:51].[CH3:85][N:86]([CH3:87])[CH:88]=[O:89].[CH:52]1([N:53]=[C:54]=[N:55][CH:56]2[CH2:57][CH2:58][CH2:59][CH2:60][CH2:61]2)[CH2:62][CH2:63][CH2:64][CH2:65][CH2:66]1.[CH:67]1([N:68]([CH:69]2[CH2:70][CH2:71][CH2:72][CH2:73][CH2:74]2)[C:75]([NH2:76])=[O:77])[CH2:78][CH2:79][CH2:80][CH2:81][CH2:82]1.[NH:11]1[CH2:12][CH:13]([c:16]2[cH:17][nH:18][c:19]3[cH:20][cH:21][cH:22][cH:23][c:24]23)[CH2:14][CH2:15]1.[Na+:84].[OH-:83].[OH2:90].[OH:1][n:2]1[c:3]2[cH:4][cH:5][cH:6][cH:7][c:8]2[n:9][n:10]1>>[N:11]1([C:41]([CH:40]=[C:37]2[CH2:36][CH2:35][C:34]([N:33]([CH3:32])[CH3:51])([c:44]3[cH:45][cH:46][c:47]([F:50])[cH:48][cH:49]3)[CH2:39][CH2:38]2)=[O:42])[CH2:12][CH:13]([c:16]2[cH:17][nH:18][c:19]3[cH:20][cH:21][cH:22][cH:23][c:24]23)[CH2:14][CH2:15]1. Reactants: COc1c(N2CCNCC2)cc(Br)cc1C(C)(C)C, CCOC(=O)CBr, O=C([O-])[O-], CN(C)C=O, CCOC(C)=O, [K+], [K+]. The product is CCOC(=O)CN1CCN(c2cc(Br)cc(C(C)(C)C)c2OC)CC1. RXN SMILES: [Br:1][c:2]1[cH:3][c:4]([C:16]([CH3:17])([CH3:18])[CH3:19])[c:5]([O:14][CH3:15])[c:6]([N:8]2[CH2:9][CH2:10][NH:11][CH2:12][CH2:13]2)[cH:7]1.[Br:26][CH2:27][C:28](=[O:29])[O:30][CH2:31][CH3:32].[C:20](=[O:21])([O-:22])[O-:23].[CH3:33][N:34]([CH3:35])[CH:36]=[O:37].[CH3:38][CH2:39][O:40][C:41](=[O:42])[CH3:43].[K+:24].[K+:25]>>[Br:1][c:2]1[cH:3][c:4]([C:16]([CH3:17])([CH3:18])[CH3:19])[c:5]([O:14][CH3:15])[c:6]([N:8]2[CH2:9][CH2:10][N:11]([CH2:27][C:28](=[O:29])[O:30][CH2:31][CH3:32])[CH2:12][CH2:13]2)[cH:7]1.